From a dataset of the Open Reaction Database (ORD), a public repository of structured organic reaction records. describe an organic reaction: reactants, conditions, products, and yield The reactants are [H][H] (hydrogen), Cl.CN(C1CCC=2NC3=C(C=CC=C3C2C1)O)C (3-(dimethylamino)-8-hydroxy-1,2,3,4-tetrahydrocarbazole hydrochloride), Cl.CN(C1CCC=2NC3=C(C=CC=C3C2C1)OCC1=CC=CC=C1)C (3-(dimethylamino)-8-benzyloxy-1,2,3,4-tetrahydrocarbazole hydrochloride), [H][H] (hydrogen). Reagents/catalysts: [Pd] (palladium on charcoal). The solvent is C(C)O (ethyl alcohol). The product is CN(C1CCC=2NC3=C(C=CC=C3C2C1)O)C (3-(Dimethylamino)-8-hydroxy-1,2,3,4-tetrahydrocarbazole). RXN SMILES: Cl.[CH3:2][N:3]([CH3:25])[CH:4]1[CH2:16][C:15]2[C:14]3[C:9](=[C:10]([O:17]CC4C=CC=CC=4)[CH:11]=[CH:12][CH:13]=3)[NH:8][C:7]=2[CH2:6][CH2:5]1.[H][H].Cl.CN(C)C1CC2C3C(=C(O)C=CC=3)NC=2CC1>C(O)C.[Pd]>[CH3:2][N:3]([CH3:25])[CH:4]1[CH2:16][C:15]2[C:14]3[C:9](=[C:10]([OH:17])[CH:11]=[CH:12][CH:13]=3)[NH:8][C:7]=2[CH2:6][CH2:5]1 |f:0.1,3.4|. Procedure: To a solution of 14 g. of 3-(dimethylamino)-8-benzyloxy-1,2,3,4-tetrahydrocarbazole hydrochloride (Example 231) in aqueous ethyl alcohol (1:1) was added 1 g. of 10% palladium on charcoal and the mixture was subjected to a hydrogen atmosphere at about 60 psig until hydrogen uptake ceased. The mixture was filtered and the filtrate was evaporated to dryness to give 9.7 g. of 3-(dimethylamino)-8-hydroxy-1,2,3,4-tetrahydrocarbazole hydrochloride, m.p. 315°-318° C. Reactants: CCOC(=O)CBr, [H-], [Na+], CN(C)C=O, O, O=S(=O)(c1ccccc1)c1ccc2c(c1)CCCC2O. The product is CCOC(=O)COC1CCCc2cc(S(=O)(=O)c3ccccc3)ccc21. As a reaction SMILES: [Br:23][CH2:24][C:25](=[O:26])[O:27][CH2:28][CH3:29].[H-:21].[Na+:22].[O:31]=[CH:32][N:33]([CH3:34])[CH3:35].[OH2:30].[c:1]1([S:7](=[O:8])(=[O:9])[c:10]2[cH:11][c:12]3[c:17]([cH:18][cH:19]2)[CH:16]([OH:20])[CH2:15][CH2:14][CH2:13]3)[cH:2][cH:3][cH:4][cH:5][cH:6]1>>[c:1]1([S:7](=[O:8])(=[O:9])[c:10]2[cH:11][c:12]3[c:17]([cH:18][cH:19]2)[CH:16]([O:20][CH2:24][C:25](=[O:26])[O:27][CH2:28][CH3:29])[CH2:15][CH2:14][CH2:13]3)[cH:2][cH:3][cH:4][cH:5][cH:6]1. Reactants: O=C(Nc1nc2cccc(Br)n2n1)c1ccccc1, COc1cccc(C(=O)Cl)c1, Nc1nc2cccc(-c3ccoc3)n2n1. The product is COc1cccc(C(=O)Nc2nc3cccc(-c4ccoc4)n3n2)c1. RXN SMILES: [Br:1][c:2]1[n:3]2[n:4][c:5]([NH:6][C:7](=[O:8])[c:9]3[cH:10][cH:11][cH:12][cH:13][cH:14]3)[n:15][c:16]2[cH:17][cH:18][cH:19]1.[C:35]([c:36]1[cH:37][c:38]([O:42][CH3:43])[cH:39][cH:40][cH:41]1)(=[O:44])[Cl:45].[o:20]1[cH:21][c:22](-[c:25]2[cH:26][cH:27][cH:28][c:29]3[n:30]2[n:31][c:32]([NH2:34])[n:33]3)[cH:23][cH:24]1>>[o:20]1[cH:21][c:22](-[c:25]2[cH:26][cH:27][cH:28][c:29]3[n:30]2[n:31][c:32]([NH:34][C:35]([c:36]2[cH:37][c:38]([O:42][CH3:43])[cH:39][cH:40][cH:41]2)=[O:44])[n:33]3)[cH:23][cH:24]1. The reactants are C1(=CC=CC=C1)C=1N=C(NC1)C1NCC2=CC=CC=C2C1 (3-(4-phenyl-1H-imidazol-2-yl)-1,2,3,4-tetrahydro-isoquinoline), C(C)(C)(C)OC(=O)NC(C(=O)O)CC1=C(C=C(C=C1C)C(N)=O)C (2-tert-butoxycarbonylamino-3-(4-carbamoyl-2,6-dimethyl-phenyl)-propionic acid), O.OC1=CC=CC=2NN=NC21 (hydroxybenzotriazole hydrate), Cl.CN(CCCN=C=NCC)C (1-[3-(dimethylamino)propyl]-3-ethylcarbodiimide hydrochloride). The solvent is CN(C=O)C (dimethylformamide). Conditions: time 8 hour. The product is C(C)(C)(C)OC(NC(C(N1CC2=CC=CC=C2CC1C=1NC=C(N1)C1=CC=CC=C1)=O)CC1=C(C=C(C=C1C)C(N)=O)C)=O ({1-(4-carbamoyl-2,6-dimethyl-benzyl)-2-oxo-2-[3-(4-phenyl-1H-imidazol-2-yl)-3,4-dihydro-1H-isoquinolin-2-yl]-ethyl}-carbamic acid tert-butyl ester). Reaction SMILES: [C:1]1([C:7]2[N:8]=[C:9]([CH:12]3[CH2:21][C:20]4[C:15](=[CH:16][CH:17]=[CH:18][CH:19]=4)[CH2:14][NH:13]3)[NH:10][CH:11]=2)[CH:6]=[CH:5][CH:4]=[CH:3][CH:2]=1.[C:22]([O:26][C:27]([NH:29][CH:30]([CH2:34][C:35]1[C:40]([CH3:41])=[CH:39][C:38]([C:42](=[O:44])[NH2:43])=[CH:37][C:36]=1[CH3:45])[C:31](O)=[O:32])=[O:28])([CH3:25])([CH3:24])[CH3:23].O.OC1C2N=NNC=2C=CC=1.Cl.CN(C)CCCN=C=NCC>CN(C)C=O>[C:22]([O:26][C:27](=[O:28])[NH:29][CH:30]([CH2:34][C:35]1[C:36]([CH3:45])=[CH:37][C:38]([C:42](=[O:44])[NH2:43])=[CH:39][C:40]=1[CH3:41])[C:31](=[O:32])[N:13]1[CH:12]([C:9]2[NH:10][CH:11]=[C:7]([C:1]3[CH:2]=[CH:3][CH:4]=[CH:5][CH:6]=3)[N:8]=2)[CH2:21][C:20]2[C:15](=[CH:16][CH:17]=[CH:18][CH:19]=2)[CH2:14]1)([CH3:25])([CH3:24])[CH3:23] |f:2.3,4.5|. Reported procedure: To a mixture of 220 mg (0.8 mmol) of 3-(4-phenyl-1H-imidazol-2-yl)-1,2,3,4-tetrahydro-isoquinoline, 269 mg (0.8 mmol) of 2-tert-butoxycarbonylamino-3-(4-carbamoyl-2,6-dimethyl-phenyl)-propionic acid, 216 mg (1.6 mmol) of of hydroxybenzotriazole hydrate and 184 mg (0.96 mmol) of 1-[3-(dimethylamino)propyl]-3-ethylcarbodiimide hydrochloride was added 3 mL of dimethylformamide. The resulting mixture was allowed to stir overnight at room temperature under argon. The mixture was then partitioned betw... The reactants are COc1ccc(C(=O)O)s1, CN(C)C=O, O=S(Cl)Cl. Product: COc1ccc(C(=O)Cl)s1. As a reaction SMILES: [CH3:1][O:2][c:3]1[cH:4][cH:5][c:6]([C:8](=[O:9])[OH:10])[s:7]1.[O:11]=[CH:12][N:13]([CH3:14])[CH3:15].[S:16]([Cl:17])([Cl:18])=[O:19]>>[CH3:1][O:2][c:3]1[cH:4][cH:5][c:6]([C:8](=[O:10])[Cl:18])[s:7]1. The reactants are COC(=O)c1cc(Cl)c(NC(=O)OCc2ccccc2)cc1OC, [Na+], C1COCCO1, [OH-]. Yields the product COc1cc(NC(=O)OCc2ccccc2)c(Cl)cc1C(=O)O. Reaction SMILES: [CH3:3][O:4][C:5]([c:6]1[c:7]([O:24][CH3:25])[cH:8][c:9]([NH:13][C:14](=[O:15])[O:16][CH2:17][c:18]2[cH:19][cH:20][cH:21][cH:22][cH:23]2)[c:10]([Cl:12])[cH:11]1)=[O:26].[Na+:2].[O:27]1[CH2:28][CH2:29][O:30][CH2:31][CH2:32]1.[OH-:1]>>[O:4]=[C:5]([c:6]1[c:7]([O:24][CH3:25])[cH:8][c:9]([NH:13][C:14](=[O:15])[O:16][CH2:17][c:18]2[cH:19][cH:20][cH:21][cH:22][cH:23]2)[c:10]([Cl:12])[cH:11]1)[OH:26].